describe an organic reaction: reactants, conditions, products, and yield From a dataset of the Open Reaction Database (ORD), a public repository of structured organic reaction records. Reactants: CN(C)c1ccncc1, ClCCl, Nc1c(Cl)cc(C(=O)Cl)c2c1CCO2, CC(C)(C)OC(=O)N1CCC(O)CC1. Yields the product CC(C)(C)OC(=O)N1CCC(OC(=O)c2cc(Cl)c(N)c3c2OCC3)CC1. Reaction SMILES: [CH3:29][N:30]([CH3:31])[c:32]1[cH:33][cH:34][n:35][cH:36][cH:37]1.[Cl:38][CH2:39][Cl:40].[NH2:15][c:16]1[c:17]([Cl:28])[cH:18][c:19]([C:25](=[O:26])[Cl:27])[c:20]2[c:21]1[CH2:22][CH2:23][O:24]2.[OH:1][CH:2]1[CH2:3][CH2:4][N:5]([C:8](=[O:9])[O:10][C:11]([CH3:12])([CH3:13])[CH3:14])[CH2:6][CH2:7]1>>[O:1]([CH:2]1[CH2:3][CH2:4][N:5]([C:8](=[O:9])[O:10][C:11]([CH3:12])([CH3:13])[CH3:14])[CH2:6][CH2:7]1)[C:25]([c:19]1[cH:18][c:17]([Cl:28])[c:16]([NH2:15])[c:21]2[c:20]1[O:24][CH2:23][CH2:22]2)=[O:26].